Dataset: the Open Reaction Database (ORD), a public repository of structured organic reaction records. Task: describe an organic reaction: reactants, conditions, products, and yield Reactants: ClC=C(Cl)Cl, O=N[O-], c1ccc(Nc2ccccc2)cc1, [Na+], O=S(=O)(O)O. The product is O=NN(c1ccccc1)c1ccccc1. As a reaction SMILES: [Cl:23][CH:24]=[C:25]([Cl:26])[Cl:27].[N:14](=[O:15])[O-:16].[NH:1]([c:2]1[cH:3][cH:4][cH:5][cH:6][cH:7]1)[c:8]1[cH:9][cH:10][cH:11][cH:12][cH:13]1.[Na+:17].[S:18](=[O:19])(=[O:20])([OH:21])[OH:22]>>[N:1]([c:2]1[cH:3][cH:4][cH:5][cH:6][cH:7]1)([c:8]1[cH:9][cH:10][cH:11][cH:12][cH:13]1)[N:14]=[O:15]. Starting materials: BrC=1C=C(C=CC1F)S (3-bromo-4-fluoro-benzenethiol), ClCC(C)=O (1-chloro-propan-2-one), C([O-])([O-])=O.[K+].[K+] (potassium carbonate). Solvent: CN(C)C=O (DMF). Yields the product BrC=1C=C(C=CC1F)SCC(C)=O (1-(3-bromo-4-fluorophenylthio) propan-2-one). Yield: 81.8%. As a reaction SMILES: [Br:1][C:2]1[CH:3]=[C:4]([SH:9])[CH:5]=[CH:6][C:7]=1[F:8].Cl[CH2:11][C:12](=[O:14])[CH3:13].C(=O)([O-])[O-].[K+].[K+]>CN(C=O)C>[Br:1][C:2]1[CH:3]=[C:4]([S:9][CH2:11][C:12](=[O:14])[CH3:13])[CH:5]=[CH:6][C:7]=1[F:8] |f:2.3.4|. Procedure details: Using analogous reagents and reaction conditions as described in Example 24 for the preparation of I-24a above, 3-bromo-4-fluoro-benzenethiol (2.0 g, 9.756 mmol) was reacted with 1-chloro-propan-2-one (0.86 mL, 10.73 mmol), DMF (6.0 mL), and potassium carbonate (2.69 g, 19.51 mmol) to afford crude product which was purified by column on silica gel (5% ethyl acetate in hexane) to afford 2.1 g of the product (82% yield). Starting materials: [BH4-], O=C1Cc2ccc3ccccc3c21, CO, [Na+]. Yields the product OC1Cc2ccc3ccccc3c21. As a reaction SMILES: [BH4-:1].[C:3]1(=[O:15])[CH2:4][c:5]2[c:6]1[c:7]1[cH:8][cH:9][cH:10][cH:11][c:12]1[cH:13][cH:14]2.[CH3:16][OH:17].[Na+:2]>>[CH:3]1([OH:15])[CH2:4][c:5]2[c:6]1[c:7]1[cH:8][cH:9][cH:10][cH:11][c:12]1[cH:13][cH:14]2.